From a dataset of the Open Reaction Database (ORD), a public repository of structured organic reaction records. describe an organic reaction: reactants, conditions, products, and yield RXN SMILES: C([Li])CCC.[NH:6]1[CH2:10][CH2:9][CH2:8][C:7]1=[O:11].[C:12]1([S:18](C2CC(Cl)CC2)(=[O:20])=[O:19])[CH:17]=[CH:16][CH:15]=[CH:14][CH:13]=1.C[CH2:28][CH2:29][CH2:30][CH2:31][CH3:32]>O1CCCC1>[CH2:28]1[CH2:29][CH:30]([C:17]2[CH:16]=[CH:15][CH:14]=[CH:13][C:12]=2[S:18]([N:6]2[CH2:10][CH2:9][CH2:8][C:7]2=[O:11])(=[O:19])=[O:20])[CH2:31][CH2:32]1. Procedure details: 8 cm3 of a 1.5M solution of n-butyllithium in n-hexane is poured into a solution comprising 1.02 g, or 0.9 cm3, of 2-pyrrolidinone in 50 cm3 of tetrahydrofuran, cooled to -70° C., without the temperature exceeding -60° C. After 15 minutes, 3 g of benzenesulphonyl-4-cyclopentyl chloride in solution in 12 cm3 of tetrahydrofuran is added, maintaining the temperature between -65° and -70° C. After allowing to return to ambient temperature over 2 hours and evaporating to dryness, the residue is chrom... The product is C1CCC(C1)C1=C(C=CC=C1)S(=O)(=O)N1C(CCC1)=O (1-[(4-cyclopentyl)phenylsulphonyl]-2-pyrrolidinone). Conditions: time 15 minute. The reactants are N1C(CCC1)=O (2-pyrrolidinone), C1(=CC=CC=C1)S(=O)(=O)C1CCC(C1)Cl (benzenesulphonyl-4-cyclopentyl chloride), solution, C(CCC)[Li] (n-butyllithium), CCCCCC (n-hexane). Solvent: O1CCCC1 (tetrahydrofuran), O1CCCC1 (tetrahydrofuran).